From a dataset of the Open Reaction Database (ORD), a public repository of structured organic reaction records. describe an organic reaction: reactants, conditions, products, and yield Reactants: CC(C)C=C(c1ccc(S(C)(=O)=O)cc1)c1cc2cc(C(=O)O)cnc2[nH]1, CO, [H][H]. The product is CC(C)CC(c1ccc(S(C)(=O)=O)cc1)c1cc2cc(C(=O)O)cnc2[nH]1. Reaction SMILES: [CH3:1][S:2](=[O:3])(=[O:4])[c:5]1[cH:6][cH:7][c:8]([C:11](=[CH:12][CH:13]([CH3:14])[CH3:15])[c:16]2[cH:17][c:18]3[c:19]([n:20][cH:21][c:22]([C:24](=[O:25])[OH:26])[cH:23]3)[nH:27]2)[cH:9][cH:10]1.[CH3:30][OH:31].[H:28][H:29]>>[CH3:1][S:2](=[O:3])(=[O:4])[c:5]1[cH:6][cH:7][c:8]([CH:11]([CH2:12][CH:13]([CH3:14])[CH3:15])[c:16]2[cH:17][c:18]3[c:19]([n:20][cH:21][c:22]([C:24](=[O:25])[OH:26])[cH:23]3)[nH:27]2)[cH:9][cH:10]1. Starting materials: ICC1(C(C=2C(=C3C=C(C(NC3=C(C2)C)=O)C)O1)C)C (2-iodomethyl-2,3,5,8-tetramethyl-2,3,6,7-tetrahydrofuro[2,3-f]quinoline-7-one), [N-]=[N+]=[N-].[Na+] (sodium azide). The solvent is CN(C=O)C (dimethylformamide). Reaction conditions: temperature 150 celsius, time 3 hour. Yields the product N(=[N+]=[N-])CC1(C(C=2C(=C3C=C(C(NC3=C(C2)C)=O)C)O1)C)C (2-Azidomethyl-2,3,5,8-tetramethyl-2,3,6,7-tetrahydrofuro [2,3-f]quinoline-7-one). Yield: 82.9%. As a reaction SMILES: I[CH2:2][C:3]1([CH3:20])[O:18][C:6]2=[C:7]3[C:12](=[C:13]([CH3:15])[CH:14]=[C:5]2[CH:4]1[CH3:19])[NH:11][C:10](=[O:16])[C:9]([CH3:17])=[CH:8]3.[N-:21]=[N+:22]=[N-:23].[Na+]>CN(C)C=O>[N:21]([CH2:2][C:3]1([CH3:20])[O:18][C:6]2=[C:7]3[C:12](=[C:13]([CH3:15])[CH:14]=[C:5]2[CH:4]1[CH3:19])[NH:11][C:10](=[O:16])[C:9]([CH3:17])=[CH:8]3)=[N+:22]=[N-:23] |f:1.2|. Procedure details: To a mixture of 2-iodomethyl-2,3,5,8-tetramethyl-2,3,6,7-tetrahydrofuro[2,3-f]quinoline-7-one (1.75 g, 4.57 mmol) and sodium azide (3.5 g, 53.8 mmol), dimethylformamide (24 ml) was added, and the mixture was stirred for 3 hours in a bath at 150° C. After cooling, post-treatment and recrystallization (chloroform-n-hexane) were performed in a manner similar to that described in Example 278 to obtain 1.13 g of the title compound as pale yellow crystals (83.0%). Starting materials: C(C)(C)(C)OC(=O)N1[C@@H](C[C@@H](C1)NCCNC1=NC=C(C=C1)C#N)C(=O)N1CSCC1 (3-{(2S,4S)-1-tert-Butoxycarbonyl-4-{2-[(5-cyano-2-pyridyl)amino]ethyl}amino-2-pyrrolidinylcarbonyl}-1,3-thiazolidine), Cl.Cl.Cl.C(#N)C=1C=CC(=NC1)NCCN[C@H]1C[C@H](NC1)C(=O)N1CSCC1 (3-{(2S,4S)-4-(2-[(5-cyano-2-pyridyl)amino]ethyl}amino-2-pyrrolidinylcarbonyl}-1,3-thiazolidine trihydrochloride), C(O)([O-])=O.[Na+] (sodium hydrogencarbonate), C(C)(=O)Cl (acetyl chloride). Solvent: ClCCl (dichloromethane), C(C)N(CC)CC (triethylamine). Reaction conditions: time 5 hour. Yields the product C(C)(=O)N(CCNC1=NC=C(C=C1)C#N)[C@H]1C[C@H](N(C1)C(=O)OC(C)(C)C)C(=O)N1CSCC1 (3-[(2S,4S)-4-(N-acetyl-N-{2-[(5-cyano-2-pyridyl)amino]ethyl}amino)-1-tert-butoxycarbonyl-2-pyrrolidinylcarbonyl]-1,3-thiazolidine). RXN SMILES: [C:1]([O:5][C:6]([N:8]1[CH2:12][C@@H:11]([NH:13][CH2:14][CH2:15][NH:16][C:17]2[CH:22]=[CH:21][C:20]([C:23]#[N:24])=[CH:19][N:18]=2)[CH2:10][C@H:9]1[C:25]([N:27]1[CH2:31][CH2:30][S:29][CH2:28]1)=[O:26])=[O:7])([CH3:4])([CH3:3])[CH3:2].Cl.Cl.Cl.C(C1C=CC(NCCN[C@@H]2CN[C@H:49]([C:52](N3CCSC3)=[O:53])C2)=NC=1)#N.C(Cl)(=O)C.C(=O)([O-])O.[Na+]>ClCCl.C(N(CC)CC)C>[C:52]([N:13]([C@@H:11]1[CH2:12][N:8]([C:6]([O:5][C:1]([CH3:4])([CH3:2])[CH3:3])=[O:7])[C@H:9]([C:25]([N:27]2[CH2:31][CH2:30][S:29][CH2:28]2)=[O:26])[CH2:10]1)[CH2:14][CH2:15][NH:16][C:17]1[CH:22]=[CH:21][C:20]([C:23]#[N:24])=[CH:19][N:18]=1)(=[O:53])[CH3:49] |f:1.2.3.4,6.7|. Procedure: 3-{(2S,4S)-1-tert-Butoxycarbonyl-4-{2-[(5-cyano-2-pyridyl)amino]ethyl}amino-2-pyrrolidinylcarbonyl}-1,3-thiazolidine [product of Example 319 (1), 800 mg] and triethylamine (0.42 mL) were dissolved in dichloromethane (20 mL), and acetyl chloride (0.18 mL) was added thereto under ice-cooling. The mixture was stirred at room temperature for 5 hr. The reaction mixture was added to saturated aqueous sodium hydrogencarbonate solution and the mixture was extracted with chloroform. The extract was washe... Reactants: Cl, Cl, O=C(O)C=Cc1cccc(C(F)(F)F)c1, NC1CN2CCC1CC2. Product: O=C(C=Cc1cccc(C(F)(F)F)c1)NC1CN2CCC1CC2. RXN SMILES: [ClH:1].[ClH:2].[F:12][C:13]([c:14]1[cH:15][c:16]([CH:20]=[CH:21][C:22](=[O:23])[OH:24])[cH:17][cH:18][cH:19]1)([F:25])[F:26].[N:3]12[CH2:4][CH:5]([NH2:11])[CH:6]([CH2:7][CH2:8]1)[CH2:9][CH2:10]2>>[N:3]12[CH2:4][CH:5]([NH:11][C:22]([CH:21]=[CH:20][c:16]3[cH:15][c:14]([C:13]([F:12])([F:25])[F:26])[cH:19][cH:18][cH:17]3)=[O:23])[CH:6]([CH2:7][CH2:8]1)[CH2:9][CH2:10]2. Starting materials: (5-isobutyl-3-aminomethyl-1-phenyl)pyrazole, C(C)(C)(C)OC(=O)N1CC2C(C2C1)C(=O)O (3-(tert-Butoxycarbonyl)-3-azabicyclo[3.1.0]hexane-6-carboxylic acid), OC1=CC=CC=2NN=NC21 (hydroxybenzotriazole), C(C)N=C=NCCCN(C)C (1-ethyl-3-(3-dimethylaminopropyl)carbodiimide), C(Cl)Cl (methylene chloride), CCCCCC (hexane). Run in C(C)(=O)OCC (ethyl acetate). Run at time 3 hour. Yields the product C(C(C)C)C1=CC(=NN1C1=CC=CC=C1)CNC(=O)C1C2CN(CC12)C(=O)OC(C)(C)C (tert-Butyl 6((5-isobutyl-1-phenyl-1H-pyrazole-3-yl)methylcarbamoyl)-3-azabicyclo[3.1.0]hexane-3-carboxylate). The yield is 92.1%. Reaction SMILES: [C:1]([O:5][C:6]([N:8]1[CH2:13][CH:12]2[CH:10]([CH:11]2[C:14]([OH:16])=O)[CH2:9]1)=[O:7])([CH3:4])([CH3:3])[CH3:2].O[C:18]1[C:26]2[N:25]=[N:24]N[C:22]=2[CH:21]=[CH:20][CH:19]=1.C(N=C=N[CH2:32][CH2:33][CH2:34][N:35](C)C)C.CC[CH2:40][CH2:41][CH2:42][CH3:43].[CH2:44](Cl)Cl>C(OCC)(=O)C>[CH2:42]([C:43]1[N:25]([C:26]2[CH:18]=[CH:19][CH:20]=[CH:21][CH:22]=2)[N:24]=[C:33]([CH2:34][NH:35][C:14]([CH:11]2[CH:10]3[CH:12]2[CH2:13][N:8]([C:6]([O:5][C:1]([CH3:2])([CH3:3])[CH3:4])=[O:7])[CH2:9]3)=[O:16])[CH:32]=1)[CH:41]([CH3:44])[CH3:40]. Procedure details: The 3-(tert-butoxycarbonyl)-3-azabicyclo[3.1.0]hexane-6-carboxylic acid (185 mg, 0.812 mmol) prepared in Example 3, hydroxybenzotriazole (132 mg, 0.975 mmol) and 1-ethyl-3-(3-dimethylaminopropyl)carbodiimide (187 mg, 0.975 mmol) were dissolved in 3.0 mL of methylene chloride and the (5-isobutyl-3-aminomethyl-1-phenyl)pyrazole (205 mg, 0.894 mmol) prepared in Example 9 was added dropwise. After stirring for 3 hours, the completion of the reaction was confirmed by TLC (hexane:ethyl acetate=1:2). A... Starting materials: [Al+3], CC(C)Sc1ccc2c(n1)OCCN(Cc1ccccc1)C2=O, CCOCC, [Cl-], [H-], [H-], [H-], [H-], [Li+], [NH4+], [Na+], [OH-], O. The product is CC(C)Sc1ccc2c(n1)OCCN(Cc1ccccc1)C2. RXN SMILES: [Al+3:2].[CH2:7]([c:8]1[cH:9][cH:10][cH:11][cH:12][cH:13]1)[N:14]1[CH2:15][CH2:16][O:17][c:18]2[c:19]([cH:22][cH:23][c:24]([S:26][CH:27]([CH3:28])[CH3:29])[n:25]2)[C:20]1=[O:21].[CH3:34][CH2:35][O:36][CH2:37][CH3:38].[Cl-:32].[H-:1].[H-:4].[H-:5].[H-:6].[Li+:3].[NH4+:33].[Na+:31].[OH-:30].[OH2:39]>>[CH2:7]([c:8]1[cH:9][cH:10][cH:11][cH:12][cH:13]1)[N:14]1[CH2:15][CH2:16][O:17][c:18]2[c:19]([cH:22][cH:23][c:24]([S:26][CH:27]([CH3:28])[CH3:29])[n:25]2)[CH2:20]1. Yields the product Nc1nc(I)nc2c1nc(-c1cccc(F)c1)n2CCCC(=O)O. Reaction SMILES: [CH3:28][C:29]#[N:30].[CH3:43][CH:44]([OH:45])[CH3:46].[CH:24]([Cl:25])([Cl:26])[Cl:27].[I+3:31]([O-:32])([O-:33])([O-:34])[O-:35].[NH2:1][c:2]1[c:3]2[n:4][c:5](-[c:17]3[cH:18][c:19]([F:23])[cH:20][cH:21][cH:22]3)[n:6]([CH2:12][CH2:13][CH2:14][CH2:15][OH:16])[c:7]2[n:8][c:9]([I:11])[n:10]1.[Na+:36].[OH2:37].[OH2:47].[Ru:38](=[O:39])(=[O:40])(=[O:41])=[O:42]>>[NH2:1][c:2]1[c:3]2[n:4][c:5](-[c:17]3[cH:18][c:19]([F:23])[cH:20][cH:21][cH:22]3)[n:6]([CH2:12][CH2:13][CH2:14][C:15](=[O:16])[OH:32])[c:7]2[n:8][c:9]([I:11])[n:10]1. Starting materials: CC#N, CC(C)O, ClC(Cl)Cl, [O-][I+3]([O-])([O-])[O-], Nc1nc(I)nc2c1nc(-c1cccc(F)c1)n2CCCCO, [Na+], O, O, O=[Ru](=O)(=O)=O. Starting materials: BrCCCCCC1(C(NC2=CC=CC=C12)=O)CC (3-(5-bromopentyl)-3-ethyl-1,3-dihydro-2H-indol-2-one), ClC1=C(C=CC=C1)N1CCNCC1 (1-(2-chlorophenyl)-piperazine). The product is Cl.ClC1=C(C=CC=C1)N1CCN(CC1)CCCCCC1(C(NC2=CC=CC=C12)=O)CC (3-{5-[4-(2-chlorophenyl)-piperazin-1-yl]-pentyl}-3-ethyl-1,3-dihydro-2H-indol-2-one monohydro-chloride). RXN SMILES: Br[CH2:2][CH2:3][CH2:4][CH2:5][CH2:6][C:7]1([CH2:17][CH3:18])[C:15]2[C:10](=[CH:11][CH:12]=[CH:13][CH:14]=2)[NH:9][C:8]1=[O:16].[Cl:19][C:20]1[CH:25]=[CH:24][CH:23]=[CH:22][C:21]=1[N:26]1[CH2:31][CH2:30][NH:29][CH2:28][CH2:27]1>>[ClH:19].[Cl:19][C:20]1[CH:25]=[CH:24][CH:23]=[CH:22][C:21]=1[N:26]1[CH2:31][CH2:30][N:29]([CH2:2][CH2:3][CH2:4][CH2:5][CH2:6][C:7]2([CH2:17][CH3:18])[C:15]3[C:10](=[CH:11][CH:12]=[CH:13][CH:14]=3)[NH:9][C:8]2=[O:16])[CH2:28][CH2:27]1 |f:2.3|. Procedure details: The title compound is prepared according to process H by applying processing method 2 starting from 3-(5-bromopentyl)-3-ethyl-1,3-dihydro-2H-indol-2-one and 1-(2-chlorophenyl)-piperazine. Reactants: [Al+3].[Cl-].[Cl-].[Cl-] (AlCl3), ClC1=C(C=CC(=C1)Cl)C(=O)C=1N(C(=CC1C)C)C ((2,4-dichlorophenyl)(1,3,5-trimethyl-1H-pyrrol-2-yl)-methanone), ClCC(=O)Cl (chloroacetyl chloride). Run in ClCCCl (1,2-dichloroethane). Reaction conditions: time 3 hour. Yields the product ClCC(=O)C1=C(N(C(=C1C)C(C1=C(C=C(C=C1)Cl)Cl)=O)C)C (2-Chloro-1-[5-(2,4-Dichlorobenzoyl)-1,2,4-trimethyl-1H-pyrrol-3-yl]-ethanone). Isolated yield 87.7%. As a reaction SMILES: [Cl:1][C:2]1[CH:7]=[C:6]([Cl:8])[CH:5]=[CH:4][C:3]=1[C:9]([C:11]1[N:12]([CH3:18])[C:13]([CH3:17])=[CH:14][C:15]=1[CH3:16])=[O:10].[Al+3].[Cl-].[Cl-].[Cl-].[Cl:23][CH2:24][C:25](Cl)=[O:26]>ClCCCl>[Cl:23][CH2:24][C:25]([C:14]1[C:15]([CH3:16])=[C:11]([C:9](=[O:10])[C:3]2[CH:4]=[CH:5][C:6]([Cl:8])=[CH:7][C:2]=2[Cl:1])[N:12]([CH3:18])[C:13]=1[CH3:17])=[O:26] |f:1.2.3.4|. Reported procedure: A solution of 48.65 g (0.17 mole) of (2,4-dichlorophenyl)(1,3,5-trimethyl-1H-pyrrol-2-yl)-methanone (5) in 480 mL 1,2-dichloroethane was cooled in an ice bath and 53.5 g (0.425 mole) of AlCl3 was added in four portions. A 33.5 mL portion of (0.425 mole) chloroacetyl chloride was added dropwise. The ice bath was removed and the reaction allowed to stir for 3 h under argon. A 10 g sample of AlCl3 was added and the reaction was stirred overnight. The mixture was poured into 1N HCl/ice and the organ...